This data is from the Open Reaction Database (ORD), a public repository of structured organic reaction records. The task is: describe an organic reaction: reactants, conditions, products, and yield Starting materials: CCOC(=O)CP(=O)(OCC)OCC, O=CC12CC(c3ccccc31)c1ccccc12, [H-], [Na+], O, c1ccccc1. The product is CCOC(=O)C=CC12CC(c3ccccc31)c1ccccc12. Reaction SMILES: [CH3:1][CH2:2][O:3][C:4](=[O:5])[CH2:6][P:7]([O:8][CH2:9][CH3:10])([O:11][CH2:12][CH3:13])=[O:14].[CH:17](=[O:18])[C:19]12[c:20]3[cH:21][cH:22][cH:23][cH:24][c:25]3[CH:26]([c:27]3[cH:28][cH:29][cH:30][cH:31][c:32]31)[CH2:33]2.[H-:15].[Na+:16].[OH2:40].[cH:34]1[cH:35][cH:36][cH:37][cH:38][cH:39]1>>[CH3:1][CH2:2][O:3][C:4](=[O:5])[CH:6]=[CH:17][C:19]12[c:20]3[cH:21][cH:22][cH:23][cH:24][c:25]3[CH:26]([c:27]3[cH:28][cH:29][cH:30][cH:31][c:32]31)[CH2:33]2. Reactants: C1(=CC=CC=C1)S(=O)(=O)C1=CNC2=NC=CC=C21 (3-(phenylsulfonyl)-1H-pyrrolo[2,3-b]pyridine), Cl.CN(CCCl)C (2-(dimethylamino)-ethyl chloride hydrochloride), [H-].[Na+] (sodium hydride). Run in CN(C)C=O (DMF). Run at temperature 20 celsius, time 3 hour. Product: amine, Cl.Cl.CN(CCN1C=C(C=2C1=NC=CC2)S(=O)(=O)C2=CC=CC=C2)C (N,N-Dimethyl-N-{2-[3-(phenylsulfonyl)-1H-pyrrolo[2,3-b]pyridin-1-yl]ethyl}amine dihydrochloride). RXN SMILES: [C:1]1([S:7]([C:10]2[C:18]3[C:13](=[N:14][CH:15]=[CH:16][CH:17]=3)[NH:12][CH:11]=2)(=[O:9])=[O:8])[CH:6]=[CH:5][CH:4]=[CH:3][CH:2]=1.[H-].[Na+].[ClH:21].[CH3:22][N:23]([CH3:27])[CH2:24][CH2:25][Cl:26]>CN(C=O)C>[ClH:26].[ClH:21].[CH3:22][N:23]([CH3:27])[CH2:24][CH2:25][N:12]1[C:13]2=[N:14][CH:15]=[CH:16][CH:17]=[C:18]2[C:10]([S:7]([C:1]2[CH:2]=[CH:3][CH:4]=[CH:5][CH:6]=2)(=[O:8])=[O:9])=[CH:11]1 |f:1.2,3.4,6.7.8|. Procedure: A solution of 3-(phenylsulfonyl)-1H-pyrrolo[2,3-b]pyridine (400 mg, 1.55 mmol) in dry DMF is chilled to 0° C., treated with sodium hydride (60% in oil, 97 mg, 2.43 mmol), stirred for 3 h at 20° C., cooled to −20° C., treated with 2-(dimethylamino)-ethyl chloride hydrochloride (336 mg, 2.33 mmol), stirred at 60° C. for 16 h, cooled to room temperature, quenched with water and extracted with ethyl acetate. The organic extracts are combined, washed with brine, dried over MgSO4 and concentrated in v... Solvent: ClCCl (dichloromethane), O (Water), ClCCl (dichloromethane). The reactants are [O-]C#N.[K+] (Potassium cyanate), N (ammonia), FC(C(=O)O)(F)F (trifluoroacetic acid), NCCN1CCC(CC1)C1=CN(C2=CC=C(C=C12)Cl)C1=CC=C(C=C1)F (3-[1-(2-aminoethyl)piperidin-4-yl]-5-chloro-1-(4-fluorophenyl)-1H-indol). The product is ClC=1C=C2C(=CN(C2=CC1)C1=CC=C(C=C1)F)C1CCN(CC1)CCNC(=O)N (5-Chloro-1-(4-fluorophenyl)-3-[1-(2-ureidoethyl)piperidin-4-yl]-1H-indol). RXN SMILES: [O-:1][C:2]#[N:3].[K+].FC(F)(F)C(O)=O.[NH2:12][CH2:13][CH2:14][N:15]1[CH2:20][CH2:19][CH:18]([C:21]2[C:29]3[C:24](=[CH:25][CH:26]=[C:27]([Cl:30])[CH:28]=3)[N:23]([C:31]3[CH:36]=[CH:35][C:34]([F:37])=[CH:33][CH:32]=3)[CH:22]=2)[CH2:17][CH2:16]1.N>ClCCl.O>[Cl:30][C:27]1[CH:28]=[C:29]2[C:24](=[CH:25][CH:26]=1)[N:23]([C:31]1[CH:32]=[CH:33][C:34]([F:37])=[CH:35][CH:36]=1)[CH:22]=[C:21]2[CH:18]1[CH2:19][CH2:20][N:15]([CH2:14][CH2:13][NH:12][C:2]([NH2:3])=[O:1])[CH2:16][CH2:17]1 |f:0.1|. Procedure details: Potassium cyanate (4.9 g) was suspended in dichloromethane (50 ml) followed by dropwise addition of trifluoroacetic acid (4.4 ml) at 0° C. A solution of 3-[1-(2-aminoethyl)piperidin-4-yl]-5-chloro-1-(4-fluorophenyl)-1H-indol (10.8 g) (Pat. Appl. No. WO 9215302, Chem. Abstr. 117 (1992) 247029) in dichloromethane (100 ml) was added dropwise followed by stirring for 6 h at room temperature. Water (100 ml) was added and the reaction mixture made alkaline with conc. ammonia. The phases were separated... Run at time 6 hour. Reactants: 4A, F[B-](F)(F)F.C(C)(C)(C)[PH+](C(C)(C)C)C(C)(C)C (tri-tert-butylphosphonium tetrafluoroborate), C1(CCCCC1)C(C1CCCCC1)N (dicyclohexylmethylamine), COC(C=C)=O (methylacrylate), FC(S(=O)(=O)OC1=C(C=C(C=C1[N+](=O)[O-])OCC1=CC=CC=C1)C(C)=O)(F)F (2-acetyl-4-benzyloxy-6-nitro-phenyl trifluoromethanesulphonate). The reagents and catalysts are [I-].C(CCC)[N+](CCCC)(CCCC)CCCC (tetrabutylammonium iodide), C=1C=CC(=CC1)/C=C/C(=O)/C=C/C2=CC=CC=C2.C=1C=CC(=CC1)/C=C/C(=O)/C=C/C2=CC=CC=C2.C=1C=CC(=CC1)/C=C/C(=O)/C=C/C2=CC=CC=C2.[Pd].[Pd] (tris-(dibenzylideneacetone)-dipalladium). The solvent is C(C)OCC (diethyl ether), O1CCOCC1 (dioxane). Run at time 10 minute. The product is C(C)(=O)C1=C(C(=CC(=C1)OCC1=CC=CC=C1)[N+](=O)[O-])C=CC(=O)OC (methyl 3-(2-acetyl-4-benzyloxy-6-nitro-phenyl)-acrylate). As a reaction SMILES: F[B-](F)(F)F.C([PH+](C(C)(C)C)C(C)(C)C)(C)(C)C.C1(C(N)C2CCCCC2)CCCCC1.[CH3:33][O:34][C:35](=[O:38])[CH:36]=[CH2:37].FC(F)(F)S(O[C:45]1[C:50]([N+:51]([O-:53])=[O:52])=[CH:49][C:48]([O:54][CH2:55][C:56]2[CH:61]=[CH:60][CH:59]=[CH:58][CH:57]=2)=[CH:47][C:46]=1[C:62](=[O:64])[CH3:63])(=O)=O>[I-].C([N+](CCCC)(CCCC)CCCC)CCC.O1CCOCC1.C1C=CC(/C=C/C(/C=C/C2C=CC=CC=2)=O)=CC=1.C1C=CC(/C=C/C(/C=C/C2C=CC=CC=2)=O)=CC=1.C1C=CC(/C=C/C(/C=C/C2C=CC=CC=2)=O)=CC=1.[Pd].[Pd].C(OCC)C>[C:62]([C:46]1[CH:47]=[C:48]([O:54][CH2:55][C:56]2[CH:61]=[CH:60][CH:59]=[CH:58][CH:57]=2)[CH:49]=[C:50]([N+:51]([O-:53])=[O:52])[C:45]=1[CH:37]=[CH:36][C:35]([O:34][CH3:33])=[O:38])(=[O:64])[CH3:63] |f:0.1,5.6,8.9.10.11.12|. Procedure: 5.88 g (6.42 mmol) tris-(dibenzylideneacetone)-dipalladium, 3.50 g (12.01 mmol) tri-tert-butylphosphonium tetrafluoroborate, 81.2 mL (371 mmol) dicyclohexylmethylamine, 105.8 g (286 mmol) tetrabutylammonium iodide and 32.6 mL (362 mmol) methylacrylate are added to a solution of 100 g (238 mmol) 2-acetyl-4-benzyloxy-6-nitro-phenyl trifluoromethanesulphonate in 360 mL dioxane. The reaction mixture is stirred for 2 hours at 80° C. under a nitrogen atmosphere in the presence of 100 g molecular sieve...